This data is from the Open Reaction Database (ORD), a public repository of structured organic reaction records. The task is: describe an organic reaction: reactants, conditions, products, and yield The reactants are CC1NC2=CC=CC=C2CC1 (2-methyl-1,2,3,4-tetrahydroquinoline), [N+](=O)(O)[O-] (nitric acid), [OH-].[Na+] (sodium hydroxide). The solvent is S(O)(O)(=O)=O (sulfuric acid). Run at temperature 2.5 celsius, time 45 minute. The product is CC1NC2=CC(=CC=C2CC1)[N+](=O)[O-] (2-Methyl-7-nitro-1,2,3,4-tetrahydroquinoline). As a reaction SMILES: [CH3:1][CH:2]1[CH2:11][CH2:10][C:9]2[C:4](=[CH:5][CH:6]=[CH:7][CH:8]=2)[NH:3]1.[N+:12]([O-])([OH:14])=[O:13].[OH-].[Na+]>S(=O)(=O)(O)O>[CH3:1][CH:2]1[CH2:11][CH2:10][C:9]2[C:4](=[CH:5][C:6]([N+:12]([O-:14])=[O:13])=[CH:7][CH:8]=2)[NH:3]1 |f:2.3|. Procedure details: To a solution of 2-methyl-1,2,3,4-tetrahydroquinoline (D63) (383 mg, 2.6 mmol) in concentrated sulfuric acid (7.2 ml) at 0-5° C. was added concentrated nitric acid (0.26 ml) dropwise so as to maintain the temperature at 0-5° C. On completion of addition, the mixture was warmed to room temperature, stirred for 45 mins. then poured onto crushed ice and neutralised with 2M sodium hydroxide solution. The mixture was extracted with DCM which was washed with brine, dried over MgSO4 and concentrated in...